This data is from the Open Reaction Database (ORD), a public repository of structured organic reaction records. The task is: describe an organic reaction: reactants, conditions, products, and yield Reactants: C(C)(C)(C)C=1C=C(N(N1)C1=CC=C(C=C1)C)NC(C(=O)C1=CC=C(C2=CC=CC=C12)OCCN1CCOCC1)=O (N-(5-tert-Butyl-2-p-tolyl-2H-pyrazol-3-yl)-2-[4-(2-morpholin-4-yl-ethoxy)-naphthalen-1-yl]-2-oxo-acetamide), COC(C(=O)C1=CC=C(C2=CC=CC=C12)OCCN1CCOCC1)=O ([4-(2-Morpholin-4-yl-ethoxy)-naphthalen-1-yl]-oxo-acetic acid methyl ester), NC=1C(=C(C=C(C1)C(C)(C)C)NS(=O)(=O)C)OC (N-(3-Amino-5-tert-butyl-2-methoxy-phenyl)-methanesulfonamide). The product is C(C)(C)(C)C=1C=C(C(=C(C1)NC(C(=O)C1=CC=C(C2=CC=CC=C12)OCCN1CCOCC1)=O)OC)NS(=O)(=O)C (N-(5-tert-Butyl-3-methanesulfonylamino-2-methoxy-phenyl)-2-[4-(2-morpholin-4-yl-ethoxy)-naphthalen-1-yl]-2-oxo-acetamide). RXN SMILES: C(C1C=C([NH:17][C:18](=[O:40])[C:19]([C:21]2[C:30]3[C:25](=[CH:26][CH:27]=[CH:28][CH:29]=3)[C:24]([O:31][CH2:32][CH2:33][N:34]3[CH2:39][CH2:38][O:37][CH2:36][CH2:35]3)=[CH:23][CH:22]=2)=[O:20])N(C2C=CC(C)=CC=2)N=1)(C)(C)C.COC(=O)C(C1C2C(=CC=CC=2)C(OCCN2CCOCC2)=CC=1)=O.N[C:67]1[C:68]([O:82][CH3:83])=[C:69]([NH:77][S:78]([CH3:81])(=[O:80])=[O:79])[CH:70]=[C:71]([C:73]([CH3:76])([CH3:75])[CH3:74])[CH:72]=1>>[C:73]([C:71]1[CH:70]=[C:69]([NH:77][S:78]([CH3:81])(=[O:80])=[O:79])[C:68]([O:82][CH3:83])=[C:67]([NH:17][C:18](=[O:40])[C:19]([C:21]2[C:30]3[C:29](=[CH:28][CH:27]=[CH:26][CH:25]=3)[C:24]([O:31][CH2:32][CH2:33][N:34]3[CH2:39][CH2:38][O:37][CH2:36][CH2:35]3)=[CH:23][CH:22]=2)=[O:20])[CH:72]=1)([CH3:76])([CH3:74])[CH3:75]. Procedure: The title compound was prepared by the same method described for compound 13 starting from compound 12 and compound 14. Calculated mass=583. Observed mass=584. Reactants: N1(CCCC1)CCCC1=CC=C(C=C1)C(=O)C=1C2=C(SC1C1=CC=C(C=C1)OC)C=CC=C2 (2-(4-methoxyphenyl)benzo[b]thiophen-3-yl 4-[3-(1-pyrrolidinyl)propyl]phenyl ketone), CCOC(=O)C (EtOAc), Cl.N1=CC=CC=C1 (pyridine hydrochloride). The solvent is O (H2O), O (H2O). Run at temperature 160 celsius, time 16 hour. The product is N1(CCCC1)CCCC1=CC=C(C=C1)C(=O)C=1C2=C(SC1C1=CC=C(C=C1)O)C=CC=C2 (2-(4-Hydroxyphenyl)benzo[b]thiophen-3-yl 4-[3-(1-Pyrrolidinyl)propyl]phenyl Ketone). The yield is 111.5%. As a reaction SMILES: [N:1]1([CH2:6][CH2:7][CH2:8][C:9]2[CH:14]=[CH:13][C:12]([C:15]([C:17]3[C:18]4[CH:33]=[CH:32][CH:31]=[CH:30][C:19]=4[S:20][C:21]=3[C:22]3[CH:27]=[CH:26][C:25]([O:28]C)=[CH:24][CH:23]=3)=[O:16])=[CH:11][CH:10]=2)[CH2:5][CH2:4][CH2:3][CH2:2]1.Cl.N1C=CC=CC=1.CCOC(C)=O>O>[N:1]1([CH2:6][CH2:7][CH2:8][C:9]2[CH:10]=[CH:11][C:12]([C:15]([C:17]3[C:18]4[CH:33]=[CH:32][CH:31]=[CH:30][C:19]=4[S:20][C:21]=3[C:22]3[CH:23]=[CH:24][C:25]([OH:28])=[CH:26][CH:27]=3)=[O:16])=[CH:13][CH:14]=2)[CH2:5][CH2:4][CH2:3][CH2:2]1 |f:1.2|. Reported procedure: A 100 mL round bottom flask containing 300 mg (0.66 mmol) of 2-(4-methoxyphenyl)benzo[b]thiophen-3-yl 4-[3-(1-pyrrolidinyl)propyl]phenyl ketone (Part A) was filled with 20 g of pyridine hydrochloride. The flask was heated to 160° C. to melt the solid. After 16 h, the reaction was cooled to warm temperature, diluted with 50 mL of H2O, and transferred to separatory funnel containing 50 mL H2O and 50 mL of EtOAc. The two layers were separated and the aqueous layer was extracted with EtOAc (2×50 mL)... Starting materials: C(C)(=O)SCC(C(=O)O)C (3-Acetylthio-2-methylpropanoic acid), N1C=NC=C1 (imidazole), C(CO)(=O)O (Glycolic acid), C(=O)(N1C=NC=C1)N1C=NC=C1 (1,1'-carbonyldiimidazole), C(CO)(=O)O (glycolic acid). Run in O1CCCC1 (tetrahydrofuran), C(C)N(CC)CC (triethylamine), O1CCCC1 (tetrahydrofuran). Reaction conditions: time 30 minute. Product: C(C)(=O)SCC(C(=O)OC(CO)=O)C (O-[3-(Acetylthio)-2-methylpropanoyl]glycolic Acid). RXN SMILES: [C:1]([S:4][CH2:5][CH:6]([CH3:10])[C:7]([OH:9])=[O:8])(=[O:3])[CH3:2].C(N1C=CN=C1)(N1C=CN=C1)=O.[C:23](O)(=[O:26])[CH2:24][OH:25].N1C=CN=C1>O1CCCC1.C(N(CC)CC)C>[C:1]([S:4][CH2:5][CH:6]([CH3:10])[C:7]([O:9][C:24](=[O:25])[CH2:23][OH:26])=[O:8])(=[O:3])[CH3:2]. Procedure details: 3-Acetylthio-2-methylpropanoic acid (6.48 g) is taken into 40 ml of dry tetrahydrofuran. To this 1,1'-carbonyldiimidazole (0.48 g) is added and stirred for 30 minutes at room temperature. Glycolic acid (6.08 g) and 11.2 ml of triethylamine in 60 ml of dry tetrahydrofuran are added. After several minutes, the imidazole salt of glycolic acid begins to come out of solution. The reaction is permitted to run overnight at room temperature. The crystalline salt is filtered and the filtrate concentrated... Starting materials: C1(=CC=CC=C1)C(CNC(C)=O)NC(C)=O (1-phenyl-1-acetylamino-2-acetylaminoethane), Cl (HCl), Cl (HCl). Yields the product Cl.Cl.C1(=CC=CC=C1)C(CN)N (1-phenyl-1,2-diamino ethane, dihydrochloride). As a reaction SMILES: [C:1]1([CH:7]([NH:13]C(=O)C)[CH2:8][NH:9]C(=O)C)[CH:6]=[CH:5][CH:4]=[CH:3][CH:2]=1.[ClH:17]>>[ClH:17].[ClH:17].[C:1]1([CH:7]([NH2:13])[CH2:8][NH2:9])[CH:6]=[CH:5][CH:4]=[CH:3][CH:2]=1 |f:2.3.4|. Procedure: A mixture of 20 g of 1-phenyl-1-acetylamino-2-acetylaminoethane and 100 ml of concentrated HCl is refluxed for 15 hours. The product separates on chilling and is filtered off, washed with acetone and then with ether to yield 13.7 g of the title C compound. This material is stored in the refrigerator (on standing at room temperature, this material will lose part of the bound HCl). The reactants are C[C@H]1N(CCC1)CCC1=CC=C(C=C1)C1=CC=C(C=C1)CCC(=O)O ((R)-3-(4′-(2-(2-methylpyrrolidin-1-yl)ethyl)biphenyl-4-yl)propanoic acid), Cl (hydrogen chloride), C(C)O (ethanol). Reaction conditions: temperature 60 celsius, time 2 hour. Product: C[C@H]1N(CCC1)CCC1=CC=C(C=C1)C1=CC=C(C=C1)CCC(=O)OCC ((R)-Ethyl 3-(4′-(2-(2-Methylpyrrolidin-1-yl)ethyl)biphenyl-4-yl)propanoate). As a reaction SMILES: [CH3:1][C@@H:2]1[CH2:6][CH2:5][CH2:4][N:3]1[CH2:7][CH2:8][C:9]1[CH:14]=[CH:13][C:12]([C:15]2[CH:20]=[CH:19][C:18]([CH2:21][CH2:22][C:23]([OH:25])=[O:24])=[CH:17][CH:16]=2)=[CH:11][CH:10]=1.Cl.[CH2:27](O)[CH3:28]>>[CH3:1][C@@H:2]1[CH2:6][CH2:5][CH2:4][N:3]1[CH2:7][CH2:8][C:9]1[CH:14]=[CH:13][C:12]([C:15]2[CH:16]=[CH:17][C:18]([CH2:21][CH2:22][C:23]([O:25][CH2:27][CH3:28])=[O:24])=[CH:19][CH:20]=2)=[CH:11][CH:10]=1. Procedure: To (R)-3-(4′-(2-(2-methylpyrrolidin-1-yl)ethyl)biphenyl-4-yl)propanoic acid (15.8 mg, 0.047 mmol) was added 1.25M hydrogen chloride in ethanol (1.124 mL, 1.405 mmol). The reaction was stirred at 60° C. for 2 h. The mixture was concentrated and triturated with acetonitrile to give the title compound. LCMS m/z=366.6 [M+H]+; 1H NMR (400 MHz, CD3CN) δ ppm 1.22 (t, J=7.1 Hz, 3H), 1.24 (d, J=6.9 Hz, 0.5H), 1.56 (d, J=6.5 Hz, 2.5H), 1.75-1.90 (m, 1H), 1.98-2.14 (m, 2H), 2.22-2.38 (m, 1H), 2.66 (t, J=7.... The reactants are NC=1SC=CC1C(=O)C1=CC=CC=C1 ((2-amino-thiophen-3-yl)-phenyl-methanone), C1(CC1)C(CC(C)=O)=O (1-cyclopropyl-butane-1,3-dione). Reagents/catalysts: S(O)(O)(=O)=O (sulfuric acid). Solvent: C(C)(=O)O (acetic acid). Reaction conditions: temperature 100 celsius, time 10 minute. The product is C1(CC1)C(=O)C=1C(=C2C(=NC1C)SC=C2)C2=CC=CC=C2 (cyclopropyl-(6-methyl-4-phenyl-thieno[2,3-b]pyridin-5-yl)-methanone). Yield: 8.2%. As a reaction SMILES: [NH2:1][C:2]1[S:3][CH:4]=[CH:5][C:6]=1[C:7]([C:9]1[CH:14]=[CH:13][CH:12]=[CH:11][CH:10]=1)=O.[CH:15]1([C:18](=[O:23])[CH2:19][C:20](=O)[CH3:21])[CH2:17][CH2:16]1>C(O)(=O)C.S(=O)(=O)(O)O>[CH:15]1([C:18]([C:19]2[C:7]([C:9]3[CH:14]=[CH:13][CH:12]=[CH:11][CH:10]=3)=[C:6]3[CH:5]=[CH:4][S:3][C:2]3=[N:1][C:20]=2[CH3:21])=[O:23])[CH2:17][CH2:16]1. Procedure: To a stirred solution of 60 mg (0.29 mmol) (2-amino-thiophen-3-yl)-phenyl-methanone (the preparation of which is described in example 20) in 2 ml acetic acid was added 50 mg (0.39 mmol) of 1-cyclopropyl-butane-1,3-dione and one drop of sulfuric acid. The mixture was then stirred at 100° C. for 10 minutes in a microwave and then concentrated in vacuo. Flash chromatography (heptane/ethyl acetate 6:1) afforded 7 mg (8%) cyclopropyl-(6-methyl-4-phenyl-thieno[2,3-b]pyridin-5-yl)-methanone as a colorl... Reactants: CC(CC1COC(C(N1)=O)C1=CC=CC=C1)C (5-(2-Methylpropyl)-2-phenyl-3-morpholinone), ClC(=O)OCC1=CC=CC=C1 (benzyl chloroformate), [OH-].[Na+] (sodium hydroxide), Cl (hydrochloric acid), [OH-].[Na+] (sodium hydroxide). Solvent: O (water). Product: CC(CC(COC(C(=O)O)C1=CC=CC=C1)NC(=O)OCC1=CC=CC=C1)C (α-[[4-methyl-2[[(phenylmethoxy)carbonyl]amino]pentyl]oxy]benzeneacetic acid). RXN SMILES: [CH3:1][CH:2]([CH3:17])[CH2:3][CH:4]1[NH:9][C:8](=[O:10])[CH:7]([C:11]2[CH:16]=[CH:15][CH:14]=[CH:13][CH:12]=2)[O:6][CH2:5]1.Cl.[OH-:19].[Na+].Cl[C:22]([O:24][CH2:25][C:26]1[CH:31]=[CH:30][CH:29]=[CH:28][CH:27]=1)=[O:23]>O>[CH3:1][CH:2]([CH3:17])[CH2:3][CH:4]([NH:9][C:22]([O:24][CH2:25][C:26]1[CH:31]=[CH:30][CH:29]=[CH:28][CH:27]=1)=[O:23])[CH2:5][O:6][CH:7]([C:11]1[CH:16]=[CH:15][CH:14]=[CH:13][CH:12]=1)[C:8]([OH:19])=[O:10] |f:2.3|. Reported procedure: 5-(2-Methylpropyl)-2-phenyl-3-morpholinone (center phenyl is R, S, other center is S), 0.95 g (0.0041 mole), was suspended in a solution of 50 ml of concentrated hydrochloric acid and 50 ml of water, heated for one hour on a steam bath, cooled to room temperature, and extracted with 100 ml of dichloromethane. The aqueous layer was separated and the pH adjusted with sodium hydroxide to pH 10.5 and 0.84 g (0.0049 mole) of benzyl chloroformate was added dropwise while the pH was maintained at 10.5 ... Starting materials: Si Dimercaptotriazine, C(C)#N (acetonitrile), C([O-])([O-])=O.[Na+].[Na+] (sodium carbonate), BrC=1C=C(C=C(C1)C)NC1=NC=CC(=N1)C(F)(F)F (N-(3-bromo-5-methylphenyl)-4-(trifluoromethyl)pyrimidin-2-amine), N1=CN=CC(=C1)B(O)O (pyrimidin-5-ylboronic acid). The reagents and catalysts are C1=CC=C(C=C1)P([C-]2C=CC=C2)C3=CC=CC=C3.C1=CC=C(C=C1)P([C-]2C=CC=C2)C3=CC=CC=C3.Cl[Pd]Cl.[Fe+2].ClCCl (PdCl2(dppf) dichloromethane). The solvent is CC1OCCC1 (2-methyltetrahydrofuran). Reaction conditions: temperature 60 celsius, time 4 hour. Yields the product CC=1C=C(C=C(C1)C=1C=NC=NC1)NC1=NC=CC(=N1)C(F)(F)F (N-(3-methyl-5-pyrimidin-5-ylphenyl)-4-(trifluoromethyl)pyrimidin-2-amine), C(=O)[O-] (formate). RXN SMILES: Br[C:2]1[CH:3]=[C:4]([NH:9][C:10]2[N:15]=[C:14]([C:16]([F:19])([F:18])[F:17])[CH:13]=[CH:12][N:11]=2)[CH:5]=[C:6]([CH3:8])[CH:7]=1.[N:20]1[CH:25]=[C:24](B(O)O)[CH:23]=[N:22][CH:21]=1.[C:29](=O)([O-:31])[O-:30].[Na+].[Na+].C(#N)C>CC1CCCO1.C1C=CC(P(C2C=CC=CC=2)[C-]2C=CC=C2)=CC=1.C1C=CC(P(C2C=CC=CC=2)[C-]2C=CC=C2)=CC=1.Cl[Pd]Cl.[Fe+2].ClCCl>[CH3:8][C:6]1[CH:5]=[C:4]([NH:9][C:10]2[N:15]=[C:14]([C:16]([F:18])([F:17])[F:19])[CH:13]=[CH:12][N:11]=2)[CH:3]=[C:2]([C:24]2[CH:25]=[N:20][CH:21]=[N:22][CH:23]=2)[CH:7]=1.[CH:29]([O-:31])=[O:30] |f:2.3.4,7.8.9.10.11|. Reported procedure: N-(3-bromo-5-methylphenyl)-4-(trifluoromethyl)pyrimidin-2-amine (70 mg, 0.211 mmol), pyrimidin-5-ylboronic acid (52 mg, 0.422 mmol), PdCl2(dppf)-dichloromethane adduct (34.4 mg, 0.042 mmol), and aqueous sodium carbonate (2 M, 211 μL, 0.422 mmol), were suspended in 2-methyltetrahydrofuran (1.05 mL). The vessel was heated to 60° C. for 14 hours. Si-Dimercaptotriazine (222 mg, 0.126 mmol) and acetonitrile (3 mL) were added to the mixture and allowed to stir for 4 hours at room temperature. The reac...